Dataset: the Open Reaction Database (ORD), a public repository of structured organic reaction records. Task: describe an organic reaction: reactants, conditions, products, and yield The reactants are COCC1(Sc2cccc(C)c2)CCN(C(=O)OC(C)(C)C)CC1, CCOC(C)=O, Cl. Product: Cl, COCC1(Sc2cccc(C)c2)CCNCC1. RXN SMILES: [C:1]([O:2][C:3](=[O:4])[N:8]1[CH2:9][CH2:10][C:11]([S:14][c:15]2[cH:16][c:17]([CH3:21])[cH:18][cH:19][cH:20]2)([CH2:22][O:23][CH3:24])[CH2:12][CH2:13]1)([CH3:5])([CH3:6])[CH3:7].[CH3:26][CH2:27][O:28][C:29](=[O:30])[CH3:31].[ClH:25]>>[ClH:25].[NH:8]1[CH2:9][CH2:10][C:11]([S:14][c:15]2[cH:16][c:17]([CH3:21])[cH:18][cH:19][cH:20]2)([CH2:22][O:23][CH3:24])[CH2:12][CH2:13]1.